This data is from the Open Reaction Database (ORD), a public repository of structured organic reaction records. The task is: describe an organic reaction: reactants, conditions, products, and yield Reactants: ClC1=NC(=NC=N1)NC=1C=C(C=CC1)CS(=O)(=O)N (3-[(4-Chloro-1,3,5-triazin-2-yl)amino]benzenemethanesulfonamide), N1CCCC2=CC=CC=C12 (1,2,3,4-tetrahydroquinoline). The product is N1(CCCC2=CC=CC=C12)C1=NC(=NC=N1)NC=1C=C(C=CC1)CS(=O)(=O)N (3-[(4-(3,4-Dihydroquinolin-1(2H)-yl)-1,3,5-triazin-2-yl)amino]-benzenemethanesulfonamide). RXN SMILES: Cl[C:2]1[N:7]=[CH:6][N:5]=[C:4]([NH:8][C:9]2[CH:10]=[C:11]([CH2:15][S:16]([NH2:19])(=[O:18])=[O:17])[CH:12]=[CH:13][CH:14]=2)[N:3]=1.[NH:20]1[C:29]2[C:24](=[CH:25][CH:26]=[CH:27][CH:28]=2)[CH2:23][CH2:22][CH2:21]1>>[N:20]1([C:2]2[N:7]=[CH:6][N:5]=[C:4]([NH:8][C:9]3[CH:10]=[C:11]([CH2:15][S:16]([NH2:19])(=[O:18])=[O:17])[CH:12]=[CH:13][CH:14]=3)[N:3]=2)[C:29]2[C:24](=[CH:25][CH:26]=[CH:27][CH:28]=2)[CH2:23][CH2:22][CH2:21]1. Procedure: B42 was prepared following the general procedure reported for B10 using A1 and 1,2,3,4-tetrahydroquinoline; yield: 11.9 mg (3%), colorless amorphous solid. 1H NMR (400 MHz, d6-DMSO, 300K) δ 1.91 (quint, J=6.3 Hz, 2H), 2.73 (t, J=6.6 Hz, 2H), 3.98 (t, J=6.2 Hz, 2H), 4.16 (s, 2H), 6.82 (s, 2H), 6.99 (d, J=7.6 Hz, 1H), 7.05 (t, J=7.2 Hz, 1H), 7.13-7.19 (m, 2H), 7.23 (t, J=7.8 Hz, 1H), 7.62-7.69 (m, 2H), 7.72 (d, J=7.8 Hz, 1H), 8.32 (s, 1H), 9.81 (s, 1H). MS (ES) C19H20N6O2S requires: 396. found: 39... Reactants: CCOC(OCC)OCC, O=C1Cc2cc(F)ccc2N1. The product is CCOC(OCC)N1C(=O)Cc2cc(F)ccc21. Reaction SMILES: [CH:12]([O:13][CH2:14][CH3:15])([O:16][CH2:17][CH3:18])[O:19][CH2:20][CH3:21].[F:1][c:2]1[cH:3][c:4]2[c:8]([cH:9][cH:10]1)[NH:7][C:6](=[O:11])[CH2:5]2>>[F:1][c:2]1[cH:3][c:4]2[c:8]([cH:9][cH:10]1)[N:7]([CH:12]([O:13][CH2:14][CH3:15])[O:16][CH2:17][CH3:18])[C:6](=[O:11])[CH2:5]2. Reactants: C1CCOC1, CC(C)(C)[O-], Fc1cc(F)c2c(Nc3c(Cl)ccc4c3OCO4)ncnc2c1, Cl, [K+], O, OC1CCOCC1. Product: Fc1cc(OC2CCOCC2)c2c(Nc3c(Cl)ccc4c3OCO4)ncnc2c1. Reaction SMILES: [CH2:39]1[O:40][CH2:41][CH2:42][CH2:43]1.[CH3:1][C:2]([CH3:3])([O-:4])[CH3:5].[Cl:15][c:16]1[cH:17][cH:18][c:19]2[c:20]([c:21]1[NH:22][c:23]1[n:24][cH:25][n:26][c:27]3[cH:28][c:29]([F:34])[cH:30][c:31]([F:33])[c:32]13)[O:35][CH2:36][O:37]2.[ClH:14].[K+:6].[OH2:38].[OH:7][CH:8]1[CH2:9][CH2:10][O:11][CH2:12][CH2:13]1>>[O:7]([CH:8]1[CH2:9][CH2:10][O:11][CH2:12][CH2:13]1)[c:31]1[cH:30][c:29]([F:34])[cH:28][c:27]2[n:26][cH:25][n:24][c:23]([NH:22][c:21]3[c:16]([Cl:15])[cH:17][cH:18][c:19]4[c:20]3[O:35][CH2:36][O:37]4)[c:32]21. The reactants are C(Cl)(Cl)Cl (chloroform), ClC=1C(N(N=CC1OCC1=CC=C(C=C1)Cl)CCCO)=O (4-chloro-5-(4'-chlorobenzyloxy)-2-(3'-hydroxypropyl)-3(2H)-pyridazinone), S(=O)(Br)Br (thionyl bromide). The solvent is O (water). Reaction conditions: time 2 hour. The product is BrCCCN1N=CC(=C(C1=O)Cl)OCC1=CC=C(C=C1)Cl (2-(3'-bromopropyl)-4-chloro-5-(4'-chlorobenzyloxy)-3(2H)-pyridazinone). The yield is 44.2%. As a reaction SMILES: C(Cl)(Cl)Cl.[Cl:5][C:6]1[C:7](=[O:25])[N:8]([CH2:21][CH2:22][CH2:23]O)[N:9]=[CH:10][C:11]=1[O:12][CH2:13][C:14]1[CH:19]=[CH:18][C:17]([Cl:20])=[CH:16][CH:15]=1.S(Br)([Br:28])=O>O>[Br:28][CH2:23][CH2:22][CH2:21][N:8]1[C:7](=[O:25])[C:6]([Cl:5])=[C:11]([O:12][CH2:13][C:14]2[CH:19]=[CH:18][C:17]([Cl:20])=[CH:16][CH:15]=2)[CH:10]=[N:9]1. Procedure details: To 170 ml of chloroform were added 9.9 g of 4-chloro-5-(4'-chlorobenzyloxy)-2-(3'-hydroxypropyl)-3(2H)-pyridazinone (0.03 mol) and slowly added 9.4 g of thionyl bromide (0.045 mol) under stirring for about 2 hours at -5° to 5° C. After reaction, the resulting solution was added little by little with water and the chloroform layer was separated. The layer was washed with water and then with aqueous solution of 5% sodium hydrogen carbonate, and further washed with saturated saline and dried over a... Conditions: temperature 60 celsius. Product: [Br-].C(C)OC1=NC2=C(C(O1)=O)C(=CC=C2)C[P+](C2=CC=CC=C2)(C2=CC=CC=C2)C2=CC=CC=C2 (1-(2-ethoxy-4H-3,1-benzoxazin-4-on-5-yl)-methyl-triphenylphosphonium bromide). Reactants: BrCC1=CC=CC2=C1C(OC(=N2)OCC)=O (5-bromomethyl-2-ethoxy-4H-3,1-benzoxazin-4-one), C1(=CC=CC=C1)P(C1=CC=CC=C1)C1=CC=CC=C1 (triphenylphosphine). RXN SMILES: [Br:1][CH2:2][C:3]1[C:8]2[C:9](=[O:16])[O:10][C:11]([O:13][CH2:14][CH3:15])=[N:12][C:7]=2[CH:6]=[CH:5][CH:4]=1.[C:17]1([P:23]([C:30]2[CH:35]=[CH:34][CH:33]=[CH:32][CH:31]=2)[C:24]2[CH:29]=[CH:28][CH:27]=[CH:26][CH:25]=2)[CH:22]=[CH:21][CH:20]=[CH:19][CH:18]=1>C1(C)C=CC=CC=1>[Br-:1].[CH2:14]([O:13][C:11]1[O:10][C:9](=[O:16])[C:8]2[C:3]([CH2:2][P+:23]([C:24]3[CH:25]=[CH:26][CH:27]=[CH:28][CH:29]=3)([C:30]3[CH:35]=[CH:34][CH:33]=[CH:32][CH:31]=3)[C:17]3[CH:18]=[CH:19][CH:20]=[CH:21][CH:22]=3)=[CH:4][CH:5]=[CH:6][C:7]=2[N:12]=1)[CH3:15] |f:3.4|. Procedure: A solution of 5-bromomethyl-2-ethoxy-4H-3,1-benzoxazin-4-one (3.15 gm), prepared as described in Example VI above, and triphenylphosphine (5.44 gm) in toluene was heated at 60° C. for 6 hours. The insoluble precipitate was filtered, and the mother liquor was reduced to half of its original volume and refiltered, yielding 9 gm of 1-(2-ethoxy-4H-3,1-benzoxazin-4-on-5-yl)-methyl-triphenylphosphonium bromide, m.p. (turns yellow at) 125° C. IR: 1740, 1640 cm-1 ;, decom. 135°-140° C. Yield: 148.6%. Run in C1(=CC=CC=C1)C (toluene).